describe an organic reaction: reactants, conditions, products, and yield From a dataset of the Open Reaction Database (ORD), a public repository of structured organic reaction records. The reactants are CNC(=S)C1=C(C(OC2=C1C=C(C=C2)C#N)(CC)C)O (N,2-dimethyl-6-cyano-2-ethyl-3-hydroxy-2H-1-benzopyran-4-carbothioamide), [BH4-].[Na+] (sodium borohydride). Solvent: CO (methanol). Yields the product CNC(=S)C1C(C(OC2=C1C=C(C=C2)C#N)(CC)C)O (N,2-dimethyl-6-cyano-3,4-dihydro-2-ethyl-3-hydroxy-2H-1-benzopyran-4-carbothioamide). Isolated yield 53.4%. Reaction SMILES: [CH3:1][NH:2][C:3]([C:5]1[C:10]2[CH:11]=[C:12]([C:15]#[N:16])[CH:13]=[CH:14][C:9]=2[O:8][C:7]([CH3:19])([CH2:17][CH3:18])[C:6]=1[OH:20])=[S:4].[BH4-].[Na+]>CO>[CH3:1][NH:2][C:3]([CH:5]1[C:10]2[CH:11]=[C:12]([C:15]#[N:16])[CH:13]=[CH:14][C:9]=2[O:8][C:7]([CH3:19])([CH2:17][CH3:18])[CH:6]1[OH:20])=[S:4] |f:1.2|. Procedure details: To a mixture of 0.8 g of N,2-dimethyl-6-cyano-2-ethyl-3-hydroxy-2H-1-benzopyran-4-carbothioamide and 20 ml of methanol was added 0.24 g of sodium borohydride (NaBH4) while stirring under ice-cooling, followed by stirring at room temperature for 2 hours. The reaction mixture was distilled under reduced pressure, and water was added to the residue. The residue was extracted with diethyl ether, and the organic layer was washed with water and dried. The solvent was removed by distillation to obtain ... Reactants: O (water), C([O-])([O-])=O.[K+].[K+] (potassium carbonate), BrC=1C=C(C#N)C=CC1O (3-bromo-4-hydroxy-benzonitrile), ICC (iodoethane). Solvent: CC(=O)C (acetone). Reaction conditions: time 15 minute. Yields the product BrC=1C=C(C#N)C=CC1OCC (3-bromo-4-ethoxy-benzonitrile). As a reaction SMILES: C(=O)([O-])[O-].[K+].[K+].[Br:7][C:8]1[CH:9]=[C:10]([CH:13]=[CH:14][C:15]=1[OH:16])[C:11]#[N:12].I[CH2:18][CH3:19].O>CC(C)=O>[Br:7][C:8]1[CH:9]=[C:10]([CH:13]=[CH:14][C:15]=1[O:16][CH2:18][CH3:19])[C:11]#[N:12] |f:0.1.2|. Procedure details: Add potassium carbonate (5.2 g, 37.9 mmol) to 3-bromo-4-hydroxy-benzonitrile (5.0 g, 25.2 mmol) in acetone with stirring at room temperature. After 15 minutes, add iodoethane (2.4 mL, 130.3 mmol) and continue stirring at room temperature. After 18 hours, pour the reaction mixture into water and extract with EtOAc. Combine the organic extracts, wash with water and brine, dry over anhydrous magnesium sulfate, filter, and concentrate under reduced pressure. Purify the residue by flash chromatograph...